This data is from the Open Reaction Database (ORD), a public repository of structured organic reaction records. The task is: describe an organic reaction: reactants, conditions, products, and yield Reactants: Sephadex, CN(C)C1=CC=C(C=C1)N=NC2=CC=C(C=C2)N=C=S (4-dimethylaminoazobenzene-4'-isothiocyanate), C1=CC2=C(C=C1N=C=S)C3(C4=CC(=C(C(=C4OC5=C(C(=C(C=C53)I)[O-])I)I)[O-])I)OC2=O.[Na+].[Na+] (erythrosin-isothiocyanate). The solvent is C(=O)(O)[O-].[Na+] (NaHCO3), CN(C=O)C (dimethylformamide), CN(C=O)C (DMF). Conditions: time 8 hour. Product: C=1C=CC2=C(C1)C(=O)OC23C=4C=C(C(=C(C4OC5=C3C=C(C(=C5I)O)I)I)O)I (erythrosin). RXN SMILES: CN(C1C=CC(N=NC2C=CC(N=C=S)=CC=2)=CC=1)C.[CH:21]1[C:26](N=C=S)=[CH:25][C:24]2[C:30]3([O:50][C:51](=[O:52])[C:23]=2[CH:22]=1)[C:43]1[C:38](=[C:39]([I:46])[C:40]([O-:45])=[C:41]([I:44])[CH:42]=1)[O:37][C:36]1[C:31]3=[CH:32][C:33]([I:49])=[C:34]([O-:48])[C:35]=1[I:47].[Na+].[Na+]>C([O-])(O)=O.[Na+].CN(C)C=O>[CH:21]1[CH:26]=[CH:25][C:24]2[C:30]3([C:31]4[CH:32]=[C:33]([I:49])[C:34]([OH:48])=[C:35]([I:47])[C:36]=4[O:37][C:38]4[C:39]([I:46])=[C:40]([OH:45])[C:41]([I:44])=[CH:42][C:43]3=4)[O:50][C:51](=[O:52])[C:23]=2[CH:22]=1 |f:1.2.3,4.5|. Procedure details: Antibody (2 mg) was dissolved in 2 ml of 1% NaHCO3 pH 8.6, and a 20-ul aliquot of a solution of 1 mg/ml 4-dimethylaminoazobenzene-4'-isothiocyanate in dimethylformamide (DMF) added. The mixture was stirred overnight, then desalted on a Sephadex G-25 (coarse) column (1×30 cm). The ultraviolet-and visible spectrum of the conjugate was compared to that of DAB and antibody alone, to determine the degree of substitution. An erythrosin-antibody conjugate was prepared the same way, except the concentra... Yield: 29.0%. As a reaction SMILES: [C:1]([Si:5]([CH3:19])([CH3:18])[O:6][CH:7]1[CH2:12][CH2:11][CH2:10]/[C:9](=[CH:13]\N(C)C)/[C:8]1=O)([CH3:4])([CH3:3])[CH3:2].[N+]([O-])(O)=O.[N+]([O-])(O)=O.[CH3:28][O:29][C:30]1[CH:31]=[C:32]([NH:42][C:43]([NH2:45])=[NH:44])[CH:33]=[CH:34][C:35]=1[N:36]1[CH:40]=[C:39]([CH3:41])[N:38]=[CH:37]1>>[C:1]([Si:5]([CH3:19])([CH3:18])[O:6][CH:7]1[C:8]2[N:45]=[C:43]([NH:42][C:32]3[CH:33]=[CH:34][C:35]([N:36]4[CH:40]=[C:39]([CH3:41])[N:38]=[CH:37]4)=[C:30]([O:29][CH3:28])[CH:31]=3)[N:44]=[CH:13][C:9]=2[CH2:10][CH2:11][CH2:12]1)([CH3:4])([CH3:3])[CH3:2] |f:1.2.3|. The reactants are C(C)(C)(C)[Si](OC1C(/C(/CCC1)=C/N(C)C)=O)(C)C (2-(tert-butyl-dimethyl-silanyloxy)-6-[1-dimethylamino-meth-(E)-ylidene]-cyclohexanone), [N+](=O)(O)[O-].[N+](=O)(O)[O-].COC=1C=C(C=CC1N1C=NC(=C1)C)NC(=N)N (N-[3-methoxy-4-(4-methyl-imidazol-1-yl)-phenyl]-guanidine dinitrate). Reported procedure: The title compound was prepared from crude 2-(tert-butyl-dimethyl-silanyloxy)-6-[1-dimethylamino-meth-(E)-ylidene]-cyclohexanone (80 mg, 0.28 mmol) and N-[3-methoxy-4-(4-methyl-imidazol-1-yl)-phenyl]-guanidine dinitrate (74 mg, 0.20 mmol) using in analogous manner the procedure described in example 45b). Obtained as an orange gum (27 mg, 29%). MS ISP (m/e): 466.3 (100) [(M+H)+]. 1H NMR (DMSO-D6, 300 MHz): δ (ppm)=9.49 (s, 1H), 8.32 (s, 1H), 7.72 (d, 1H), 7.65 (s, 1H), 7.54 (s, 1H), 7.18 (d, 1H),... Product: C(C)(C)(C)[Si](OC1CCCC=2C=NC(=NC12)NC1=CC(=C(C=C1)N1C=NC(=C1)C)OC)(C)C ([8-(tert-Butyl-dimethyl-silanyloxy)-5,6,7,8-tetrahydro-quinazolin-2-yl]-[3-methoxy-4-(4-methyl-imidazol-1-yl)-phenyl]-amine), gum. Starting materials: CC(NC(=O)Cc1cc(F)cc(F)c1)C(=O)O, NC1C(=O)NCc2cc(Cc3ccccc3)ccc21. The product is CC(NC(=O)Cc1cc(F)cc(F)c1)C(=O)NC1C(=O)NCc2cc(Cc3ccccc3)ccc21. RXN SMILES: [F:1][c:2]1[cH:3][c:4]([CH2:9][C:10](=[O:11])[NH:12][CH:13]([CH3:14])[C:15](=[O:16])[OH:17])[cH:5][c:6]([F:8])[cH:7]1.[NH2:18][CH:19]1[C:20](=[O:36])[NH:21][CH2:22][c:23]2[cH:24][c:25]([CH2:29][c:30]3[cH:31][cH:32][cH:33][cH:34][cH:35]3)[cH:26][cH:27][c:28]21>>[F:1][c:2]1[cH:3][c:4]([CH2:9][C:10](=[O:11])[NH:12][CH:13]([CH3:14])[C:15](=[O:17])[NH:18][CH:19]2[C:20](=[O:36])[NH:21][CH2:22][c:23]3[cH:24][c:25]([CH2:29][c:30]4[cH:31][cH:32][cH:33][cH:34][cH:35]4)[cH:26][cH:27][c:28]32)[cH:5][c:6]([F:8])[cH:7]1. Starting materials: C1CC(=O)N(C1=O)Br (NBS), C1CC(=O)N(C1=O)Br (NBS), C(C)C1=CN(C2=NC=C3C(=C21)N(N=C3)C)S(=O)(=O)C3=CC=C(C)C=C3 (8-ethyl-1-methyl-6-tosyl-1,6-dihydropyrazolo[3,4-d]pyrrolo[2,3-b]pyridine), C1CC(=O)N(C1=O)Br (NBS), C1CC(=O)N(C1=O)Br (NBS). Solvent: [O-]S(=O)(=S)[O-].[Na+].[Na+] (Na2S2O3), C1CCOC1 (THF). Yields the product BrC1=NN(C2=C3C(=NC=C21)N(C=C3CC)S(=O)(=O)C3=CC=C(C)C=C3)C (3-bromo-8-ethyl-1-methyl-6-tosyl-1,6-dihydropyrazolo[3,4-d]pyrrolo[2,3-b]pyridine). The yield is 75.4%. RXN SMILES: C1C(=O)N([Br:8])C(=O)C1.[CH2:9]([C:11]1[C:19]2[C:14](=[N:15][CH:16]=[C:17]3[CH:22]=[N:21][N:20]([CH3:23])[C:18]3=2)[N:13]([S:24]([C:27]2[CH:33]=[CH:32][C:30]([CH3:31])=[CH:29][CH:28]=2)(=[O:26])=[O:25])[CH:12]=1)[CH3:10]>C1COCC1.[O-]S([O-])(=S)=O.[Na+].[Na+]>[Br:8][C:22]1[C:17]2[C:18](=[C:19]3[C:11]([CH2:9][CH3:10])=[CH:12][N:13]([S:24]([C:27]4[CH:28]=[CH:29][C:30]([CH3:31])=[CH:32][CH:33]=4)(=[O:26])=[O:25])[C:14]3=[N:15][CH:16]=2)[N:20]([CH3:23])[N:21]=1 |f:3.4.5|. Procedure: NBS (0.708 g, 3.98 mmol) was added to a solution of 8-ethyl-1-methyl-6-tosyl-1,6-dihydropyrazolo[3,4-d]pyrrolo[2,3-b]pyridine (1.41 g, 3.98 mmol, Preparation #2, Step F) in THF (60 mL). The mixture was allowed to stir at rt. After 16 h additional NBS (0.106 g, 0.597 mmol) was added and reaction was stirred for about 3 h, then another portion of NBS (0.142 g, 0.796 mmol) was added. After another 1 h three equal portions of NBS (0.213 g, 1.19 mmol) were added over about 6 h. The mixture was then d... The reactants are FC(CC/C=C(/C(=O)O)\CCCCCCCCCC1C(COC2=CC(=CC=C12)OCOC)(C)C1=CC=C(C=C1)OCOC)(C(F)(F)F)F ((E)-6,6,7,7,7-pentafluoro-2-{9-[(3RS,4RS)-7-methoxymethoxy-3-(4-methoxymethoxyphenyl)-3-methylchroman-4-yl]nonyl}-2-heptenoic acid), aqueous solution. Reagents/catalysts: Cl (hydrochloric acid). Solvent: C(C)O (ethyl alcohol), O (water). Run at temperature 40 celsius, time 6 hour. Product: FC(CC/C=C(/C(=O)O)\CCCCCCCCCC1C(COC2=CC(=CC=C12)O)(C)C1=CC=C(C=C1)O)(C(F)(F)F)F ((E)-6,6,7,7,7-pentafluoro-2-{9-[(3RS,4RS)-7-hydroxy-3-(4-hydroxyphenyl)-3-methychroman-4-yl]nonyl}-2-heptenoic acid). RXN SMILES: [F:1][C:2]([F:48])([C:44]([F:47])([F:46])[F:45])[CH2:3][CH2:4]/[CH:5]=[C:6](\[CH2:10][CH2:11][CH2:12][CH2:13][CH2:14][CH2:15][CH2:16][CH2:17][CH2:18][CH:19]1[C:28]2[C:23](=[CH:24][C:25]([O:29]COC)=[CH:26][CH:27]=2)[O:22][CH2:21][C:20]1([C:34]1[CH:39]=[CH:38][C:37]([O:40]COC)=[CH:36][CH:35]=1)[CH3:33])/[C:7]([OH:9])=[O:8]>C(O)C.Cl.O>[F:48][C:2]([F:1])([C:44]([F:45])([F:46])[F:47])[CH2:3][CH2:4]/[CH:5]=[C:6](\[CH2:10][CH2:11][CH2:12][CH2:13][CH2:14][CH2:15][CH2:16][CH2:17][CH2:18][CH:19]1[C:28]2[C:23](=[CH:24][C:25]([OH:29])=[CH:26][CH:27]=2)[O:22][CH2:21][C:20]1([C:34]1[CH:35]=[CH:36][C:37]([OH:40])=[CH:38][CH:39]=1)[CH3:33])/[C:7]([OH:9])=[O:8]. Procedure details: To a stirred solution of (E)-6,6,7,7,7-pentafluoro-2-{9-[(3RS,4RS)-7-methoxymethoxy-3-(4-methoxymethoxyphenyl)-3-methylchroman-4-yl]nonyl}-2-heptenoic acid (111 mg, 0.16 mmol) in ethyl alcohol (5 ml), was added 6 N aqueous solution of hydrochloric acid (30 drops) and the reaction mixture was stirred at 40° C. for 6 h. The reaction mixture was diluted with water and extracted with methylene chloride. Organic extracts were dried over anhydrous sodium sulfate and concentrated in vacuum. Crude produ... Starting materials: CC(=O)N(C)c1ccc(Nc2ncc(F)c(N3CCC(CNC(=O)OC(C)(C)C)CC3)n2)cc1, O=C(O)C(F)(F)F. Product: CC(=O)N(C)c1ccc(Nc2ncc(F)c(N3CCC(CN)CC3)n2)cc1. As a reaction SMILES: [F:1][c:2]1[c:3]([N:20]2[CH2:21][CH2:22][CH:23]([CH2:26][NH:27][C:28](=[O:29])[O:30][C:31]([CH3:32])([CH3:33])[CH3:34])[CH2:24][CH2:25]2)[n:4][c:5]([NH:8][c:9]2[cH:10][cH:11][c:12]([N:15]([C:16]([CH3:17])=[O:18])[CH3:19])[cH:13][cH:14]2)[n:6][cH:7]1.[F:35][C:36]([F:37])([F:38])[C:39]([OH:40])=[O:41]>>[F:1][c:2]1[c:3]([N:20]2[CH2:21][CH2:22][CH:23]([CH2:26][NH2:27])[CH2:24][CH2:25]2)[n:4][c:5]([NH:8][c:9]2[cH:10][cH:11][c:12]([N:15]([C:16]([CH3:17])=[O:18])[CH3:19])[cH:13][cH:14]2)[n:6][cH:7]1. The reactants are C20H22N2OS.HCl, Cl.N12CC3[C@H](C(CC(C1)C3)C2)N ((4r)-1-azatricyclo[3.3.1.13,7]dec-4-ylamine hydrochloride), C1(=CC=CC=C1)C=1C=C(SC1)C(=O)O (4-phenylthiophene-2-carboxylic acid), N (NH3). Product: Cl.N12CC3[C@H](C(CC(C1)C3)C2)NC(=O)C=2SC=C(C2)C2=CC=CC=C2 (4-Phenylthiophene-2-carboxylic acid(4r)-(1-azatricyclo[3.3.1.13,7]dec-4-yl)-amide hydrochloride). RXN SMILES: [ClH:1].[N:2]12[CH2:11][CH:6]3[CH2:7][CH:8]([CH2:10][CH:4]([C@H:5]3[NH2:12])[CH2:3]1)[CH2:9]2.[C:13]1([C:19]2[CH:20]=[C:21]([C:24](O)=[O:25])[S:22][CH:23]=2)[CH:18]=[CH:17][CH:16]=[CH:15][CH:14]=1.N>>[ClH:1].[N:2]12[CH2:11][CH:6]3[CH2:7][CH:8]([CH2:10][CH:4]([C@H:5]3[NH:12][C:24]([C:21]3[S:22][CH:23]=[C:19]([C:13]4[CH:14]=[CH:15][CH:16]=[CH:17][CH:18]=4)[CH:20]=3)=[O:25])[CH2:3]1)[CH2:9]2 |f:0.1,4.5|. Procedure: Prepared from (4r)-1-azatricyclo[3.3.1.13,7]dec-4-ylamine hydrochloride and 4-phenylthiophene-2-carboxylic acid (Oakwood) according to methods A and C; yield 54 mg, 0.14 mmol (44%): 1H NMR (300 MHz, DMSO-d6) δ 1.86-1.98 (m, 2H), 2.06 (d, J=13 Hz, 3H), 2.24 (s, 2H), 3.35 (d, J=9 Hz, 4H), 3.84 (d, J=13 Hz, 2H), 4.10-4.20 (m, 1H), 7.26-7.36 (m, 1H), 7.43 (t, J=7 Hz, 2H), 7.69-7.78 (m, 2H), 8.08 (d, J=1 Hz, 1H), 8.45 (d, J=6 Hz, 1H), 8.54 (d, J=1 Hz, 1H); MS (DCI/NH3) m/z 339 (M+H)+; Anal. C20H22N2O...